This data is from the Open Reaction Database (ORD), a public repository of structured organic reaction records. The task is: describe an organic reaction: reactants, conditions, products, and yield The reactants are NC1=C(C2=C(S1)C=CC=C2)C(=O)OCC (ethyl 2-aminobenzo[b]thiophene-3-carboxlate), FC1=C(C=C(C=C1)C)[N+](=O)[O-] (4-fluoro-3-nitrotoluene). Run in CS(=O)C (dimethyl sulfoxide). Product: CC1=CC(=C(NC2=C(C3=C(S2)C=CC=C3)C(=O)OCC)C=C1)[N+](=O)[O-] (ethyl 2-(4-methyl-2-nitroanilino)benzo[b]thiophene-3-carboxylate). Yield: 100.9%. RXN SMILES: [NH2:1][C:2]1[S:6][C:5]2[CH:7]=[CH:8][CH:9]=[CH:10][C:4]=2[C:3]=1[C:11]([O:13][CH2:14][CH3:15])=[O:12].F[C:17]1[CH:22]=[CH:21][C:20]([CH3:23])=[CH:19][C:18]=1[N+:24]([O-:26])=[O:25]>CS(C)=O>[CH3:23][C:20]1[CH:21]=[CH:22][C:17]([NH:1][C:2]2[S:6][C:5]3[CH:7]=[CH:8][CH:9]=[CH:10][C:4]=3[C:3]=2[C:11]([O:13][CH2:14][CH3:15])=[O:12])=[C:18]([N+:24]([O-:26])=[O:25])[CH:19]=1. Procedure: In the same manner as in Starting Material Synthesis Example 4 and using ethyl 2-aminobenzo[b]thiophene-3-carboxlate (4.0 g), 4-fluoro-3-nitrotoluene (3.3 g) and dimethyl sulfoxide (55 ml), ethyl 2-(4-methyl-2-nitroanilino)benzo[b]thiophene-3-carboxylate (6.5 g) was obtained. Starting materials: ClC1=NC(=CC(=N1)Cl)Cl (2,4,6-trichloropyrimidine), CC1(OB(OC1(C)C)C=1C=NC(=NC1)N)C (5-(4,4,5,5-tetramethyl-1,3,2-dioxaborolan-2-yl)pyrimidin-2-amine), COCCOC (DME). Reagents/catalysts: C1=CC=C(C=C1)P([C-]2C=CC=C2)C3=CC=CC=C3.C1=CC=C(C=C1)P([C-]2C=CC=C2)C3=CC=CC=C3.Cl[Pd]Cl.[Fe+2].C(Cl)Cl (Pd(dppf)Cl2 CH2Cl2). The solvent is C(=O)([O-])[O-].[Na+].[Na+] (Na2CO3). Product: ClC1=NC(=CC(=N1)C=1C=NC(=NC1)NC)Cl (2,6-dichloro-N-methyl-4,5′-bipyrimidin-2′-amine). RXN SMILES: [Cl:1][C:2]1[N:7]=[C:6]([Cl:8])[CH:5]=[C:4](Cl)[N:3]=1.CC1(C)C(C)(C)OB([C:18]2[CH:19]=[N:20][C:21]([NH2:24])=[N:22][CH:23]=2)O1.[CH3:26]OCCOC>C([O-])([O-])=O.[Na+].[Na+].C1C=CC(P(C2C=CC=CC=2)[C-]2C=CC=C2)=CC=1.C1C=CC(P(C2C=CC=CC=2)[C-]2C=CC=C2)=CC=1.Cl[Pd]Cl.[Fe+2].C(Cl)Cl>[Cl:1][C:2]1[N:3]=[C:4]([C:18]2[CH:19]=[N:20][C:21]([NH:24][CH3:26])=[N:22][CH:23]=2)[CH:5]=[C:6]([Cl:8])[N:7]=1 |f:3.4.5,6.7.8.9.10|. Procedure details: According to Method 5, the reaction of 2,4,6-trichloropyrimidine with 5-(4,4,5,5-tetramethyl-1,3,2-dioxaborolan-2-yl)pyrimidin-2-amine in the presence of Pd(dppf)Cl2-CH2Cl2 in DME and 2 M Na2CO3 (3:1) gave 2,6-dichloro-N-methyl-4,5′-bipyrimidin-2′-amine.